This data is from the Open Reaction Database (ORD), a public repository of structured organic reaction records. The task is: describe an organic reaction: reactants, conditions, products, and yield Starting materials: C1CCOC1, COC(=O)c1ccc2c(c1)COc1cc([N+](=O)[O-])ccc1-2, CC(=O)O, CN(C)C=O, [Zn]. The product is COC(=O)c1ccc2c(c1)COc1cc(N)ccc1-2. Reaction SMILES: [CH2:26]1[O:27][CH2:28][CH2:29][CH2:30]1.[CH3:1][O:2][C:3](=[O:4])[c:5]1[cH:6][cH:7][c:8]2[c:9]([cH:21]1)[CH2:10][O:11][c:12]1[cH:13][c:14]([N+:18]([O-:19])=[O:20])[cH:15][cH:16][c:17]1-2.[CH3:22][C:23](=[O:24])[OH:25].[O:31]=[CH:32][N:33]([CH3:34])[CH3:35].[Zn:36]>>[CH3:1][O:2][C:3](=[O:4])[c:5]1[cH:6][cH:7][c:8]2[c:9]([cH:21]1)[CH2:10][O:11][c:12]1[cH:13][c:14]([NH2:18])[cH:15][cH:16][c:17]1-2. Reaction SMILES: [Cl:35][CH2:36][c:37]1[cH:38][cH:39][c:40]2[c:41]([cH:52]1)[N:42]([CH2:47][CH2:48][CH2:49][O:50][CH3:51])[C:43](=[O:46])[CH2:44][O:45]2.[OH:1][CH:2]1[CH2:3][N:4]([C:28](=[O:29])[O:30][C:31]([CH3:32])([CH3:33])[CH3:34])[CH2:5][CH2:6][CH:7]1[c:8]1[cH:9][cH:10][c:11]([O:14][CH2:15][CH2:16][O:17][CH2:18][CH2:19][c:20]2[c:21]([O:26][CH3:27])[cH:22][cH:23][cH:24][cH:25]2)[cH:12][cH:13]1>>[O:1]([CH:2]1[CH2:3][N:4]([C:28](=[O:29])[O:30][C:31]([CH3:32])([CH3:33])[CH3:34])[CH2:5][CH2:6][CH:7]1[c:8]1[cH:9][cH:10][c:11]([O:14][CH2:15][CH2:16][O:17][CH2:18][CH2:19][c:20]2[c:21]([O:26][CH3:27])[cH:22][cH:23][cH:24][cH:25]2)[cH:12][cH:13]1)[CH2:36][c:37]1[cH:38][cH:39][c:40]2[c:41]([cH:52]1)[N:42]([CH2:47][CH2:48][CH2:49][O:50][CH3:51])[C:43](=[O:46])[CH2:44][O:45]2. Yields the product COCCCN1C(=O)COc2ccc(COC3CN(C(=O)OC(C)(C)C)CCC3c3ccc(OCCOCCc4ccccc4OC)cc3)cc21. Reactants: COCCCN1C(=O)COc2ccc(CCl)cc21, COc1ccccc1CCOCCOc1ccc(C2CCN(C(=O)OC(C)(C)C)CC2O)cc1. Starting materials: step-ii, CC=1C=C(CN2N=CC(=C2)C2=CN(C3=NC=C(C=C32)C=3C=CC(=NC3)N3CCN(CC3)C(=O)OC(C)(C)C)S(=O)(=O)C3=CC=C(C)C=C3)C=CC1 (tert-butyl 4-(5-(3-(1-(3-methylbenzyl)-1H-pyrazol-4-yl)-1-tosyl-1H-pyrrolo[2,3-b]pyridin-5-yl)pyridin-2-yl)piperazine-1-carboxylate), Cl (HCl). Run in CCOCC.CO (ether methanol). Yields the product Cl.CC=1C=C(CN2N=CC(=C2)C2=CN(C3=NC=C(C=C32)C=3C=NC(=CC3)N3CCNCC3)S(=O)(=O)C3=CC=C(C)C=C3)C=CC1 (3-(1-(3-methylbenzyl)-1H-pyrazol-4-yl)-5-(6-(piperazin-1-yl)pyridin-3-yl)-1-tosyl-1H-pyrrolo[2,3-b]pyridine hydrochloride). Isolated yield 66.0%. RXN SMILES: [CH3:1][C:2]1[CH:3]=[C:4]([CH:49]=[CH:50][CH:51]=1)[CH2:5][N:6]1[CH:10]=[C:9]([C:11]2[C:19]3[C:14](=[N:15][CH:16]=[C:17]([C:20]4[CH:21]=[CH:22][C:23]([N:26]5[CH2:31][CH2:30][N:29](C(OC(C)(C)C)=O)[CH2:28][CH2:27]5)=[N:24][CH:25]=4)[CH:18]=3)[N:13]([S:39]([C:42]3[CH:48]=[CH:47][C:45]([CH3:46])=[CH:44][CH:43]=3)(=[O:41])=[O:40])[CH:12]=2)[CH:8]=[N:7]1.[ClH:52]>CCOCC.CO>[ClH:52].[CH3:1][C:2]1[CH:3]=[C:4]([CH:49]=[CH:50][CH:51]=1)[CH2:5][N:6]1[CH:10]=[C:9]([C:11]2[C:19]3[C:14](=[N:15][CH:16]=[C:17]([C:20]4[CH:25]=[N:24][C:23]([N:26]5[CH2:31][CH2:30][NH:29][CH2:28][CH2:27]5)=[CH:22][CH:21]=4)[CH:18]=3)[N:13]([S:39]([C:42]3[CH:48]=[CH:47][C:45]([CH3:46])=[CH:44][CH:43]=3)(=[O:41])=[O:40])[CH:12]=2)[CH:8]=[N:7]1 |f:2.3,4.5|. Procedure details: Using similar reaction conditions as described in step-ii of example-7, tert-butyl 4-(5-(3-(1-(3-methylbenzyl)-1H-pyrazol-4-yl)-1-tosyl-1H-pyrrolo[2,3-b]pyridin-5-yl)pyridin-2-yl)piperazine-1-carboxylate (200 mg, 0.284 mmol) was deprotected in HCl in ether/methanol (2/3 ml) to afford 120 mg (66% yield) of the titled compound. MS: m/z=605.2 (M+1). The reactants are ClC1=C(CN2N=CC3=CC(=CC=C23)C=C2C(N=C(S2)SCC)=O)C=CC(=C1)C(C)(C)O (5-{1-[2-Chloro-4-(1-hydroxy-1-methyl-ethyl)-benzyl]-1H-indazol-5-ylmethylene}-2-ethylsulfanyl-thiazol-4-one), C[C@@H]1N[C@@H](CNC1)C (2,6-(cis)-Dimethyl-piperazine). The product is ClC1=C(CN2N=CC3=CC(=CC=C23)C=C2C(N=C(S2)N2C[C@H](N[C@H](C2)C)C)=O)C=CC(=C1)C(C)(C)O (5-({1-[2-Chloro-4-(1-hydroxy-1-methylethyl)benzyl]-1H-indazol-5-yl}methylidene)-2-(3,5-(cis)-dimethylpiperazin-1-yl)-1,3-thiazol-4(5H)-one). RXN SMILES: [Cl:1][C:2]1[CH:27]=[C:26]([C:28]([OH:31])([CH3:30])[CH3:29])[CH:25]=[CH:24][C:3]=1[CH2:4][N:5]1[C:13]2[C:8](=[CH:9][C:10]([CH:14]=[C:15]3[S:19][C:18](SCC)=[N:17][C:16]3=[O:23])=[CH:11][CH:12]=2)[CH:7]=[N:6]1.[CH3:32][C@H:33]1[CH2:38][NH:37][CH2:36][C@@H:35]([CH3:39])[NH:34]1>>[Cl:1][C:2]1[CH:27]=[C:26]([C:28]([OH:31])([CH3:29])[CH3:30])[CH:25]=[CH:24][C:3]=1[CH2:4][N:5]1[C:13]2[C:8](=[CH:9][C:10]([CH:14]=[C:15]3[S:19][C:18]([N:37]4[CH2:36][C@H:35]([CH3:39])[NH:34][C@H:33]([CH3:32])[CH2:38]4)=[N:17][C:16]3=[O:23])=[CH:11][CH:12]=2)[CH:7]=[N:6]1. Procedure details: 5-({1-[2-Chloro-4-(1-hydroxy-1-methylethyl)benzyl]-1H-indazol-5-yl}methylidene)-2-(3,5-(cis)-dimethylpiperazin-1-yl)-1,3-thiazol-4(5H)-one was prepared from 5-{1-[2-Chloro-4-(1-hydroxy-1-methyl-ethyl)-benzyl]-1H-indazol-5-ylmethylene}-2-ethylsulfanyl-thiazol-4-one and 2,6-(cis)-Dimethyl-piperazine following General Procedure C. Starting materials: NC1=CC=C(OC=2C=C(C=CC2OC)NC(C2=CC(=CC=C2)C(C)(C)C#N)=O)C=C1 (N-[3-(4-aminophenoxy)-4-methoxyphenyl]-3-(1-cyano-1-methylethyl)benzamide), [S-]C#N.[K+] (potassium thiocyanate), BrBr (bromine). The product is NC=1SC2=C(N1)C=CC(=C2)OC=2C=C(C=CC2OC)NC(C2=CC(=CC=C2)C(C)(C)C#N)=O (N-{3-[(2-amino-1,3-benzothiazol-6-yl)oxy]-4-methoxyphenyl}-3-(1-cyano-1-methylethyl)benzamide). Yield: 79.6%. As a reaction SMILES: [NH2:1][C:2]1[CH:30]=[CH:29][C:5]([O:6][C:7]2[CH:8]=[C:9]([NH:15][C:16](=[O:28])[C:17]3[CH:22]=[CH:21][CH:20]=[C:19]([C:23]([C:26]#[N:27])([CH3:25])[CH3:24])[CH:18]=3)[CH:10]=[CH:11][C:12]=2[O:13][CH3:14])=[CH:4][CH:3]=1.[S-:31][C:32]#[N:33].[K+].BrBr>>[NH2:33][C:32]1[S:31][C:3]2[CH:4]=[C:5]([O:6][C:7]3[CH:8]=[C:9]([NH:15][C:16](=[O:28])[C:17]4[CH:22]=[CH:21][CH:20]=[C:19]([C:23]([C:26]#[N:27])([CH3:25])[CH3:24])[CH:18]=4)[CH:10]=[CH:11][C:12]=3[O:13][CH3:14])[CH:29]=[CH:30][C:2]=2[N:1]=1 |f:1.2|. Procedure details: Using N-[3-(4-aminophenoxy)-4-methoxyphenyl]-3-(1-cyano-1-methylethyl)benzamide (1.10 g, 2.74 mmol), potassium thiocyanate (0.97 g, 10.0 mmol) and bromine (0.60 g, 3.75 mmol), and in the same manner as in Example A18(iv), the title compound (1.00 g, 80%) was obtained as a yellow powder. The reactants are O.O.O.O.C(=O)([O-])C(O)C(O)C(=O)[O-].[Na+].[K+] (potassium sodium tartrate tetrahydrate), [H-].[Al+3].[Li+].[H-].[H-].[H-] (lithium aluminium hydride), COC1=CC(=NC=C1)C(=O)OC (methyl 4-methoxypyridine-2-carboxylate), resultant mixture. Solvent: C(C)OCC (diethyl ether). Yields the product COC1=CC(=NC=C1)CO (4-methoxypyrid-2-ylmethanol). Yield: 35.6%. As a reaction SMILES: [H-].[Al+3].[Li+].[H-].[H-].[H-].[CH3:7][O:8][C:9]1[CH:14]=[CH:13][N:12]=[C:11]([C:15](OC)=[O:16])[CH:10]=1.O.O.O.O.C(C(C(C([O-])=O)O)O)([O-])=O.[Na+].[K+]>C(OCC)C>[CH3:7][O:8][C:9]1[CH:14]=[CH:13][N:12]=[C:11]([CH2:15][OH:16])[CH:10]=1 |f:0.1.2.3.4.5,7.8.9.10.11.12.13|. Procedure: A solution of lithium aluminium hydride (1M in diethyl ether, 16 ml) was added dropwise to a stirred mixture of methyl 4-methoxypyridine-2-carboxylate (2.7 g) and diethyl ether (50 ml). The resultant mixture was heated to reflux for 1 hour. The mixture was treated with potassium sodium tartrate tetrahydrate and extracted with ethyl acetate. The organic phase was dried (MgSO4) and evaporated. The residue was purified by column chromatography using increasingly polar mixtures of methylene chloride... Starting materials: CCCc1nc2cc(NCc3ccccc3)ccc2n1CC(=O)OC(C)(C)C, CC(=O)Cl, CN(C)c1ccncc1, CCN(C(C)C)C(C)C, ClCCl, Cl. The product is CCCc1nc2cc(N(Cc3ccccc3)C(C)=O)ccc2n1CC(=O)OC(C)(C)C. Reaction SMILES: [C:5]([CH3:6])([CH3:7])([CH3:8])[O:9][C:10]([CH2:11][n:12]1[c:13]([CH2:29][CH2:30][CH3:31])[n:14][c:15]2[c:16]1[cH:17][cH:18][c:19]([NH:21][CH2:22][c:23]1[cH:24][cH:25][cH:26][cH:27][cH:28]1)[cH:20]2)=[O:32].[CH3:1][C:2]([Cl:3])=[O:4].[CH3:42][N:43]([c:44]1[cH:45][cH:46][n:47][cH:48][cH:49]1)[CH3:50].[CH:33]([N:34]([CH2:35][CH3:36])[CH:37]([CH3:38])[CH3:39])([CH3:40])[CH3:41].[Cl:51][CH2:52][Cl:53].[ClH:54]>>[CH3:1][C:2](=[O:4])[N:21]([c:19]1[cH:18][cH:17][c:16]2[n:12]([CH2:11][C:10]([O:9][C:5]([CH3:6])([CH3:7])[CH3:8])=[O:32])[c:13]([CH2:29][CH2:30][CH3:31])[n:14][c:15]2[cH:20]1)[CH2:22][c:23]1[cH:24][cH:25][cH:26][cH:27][cH:28]1. Starting materials: O=C(O)CCc1ccccc1Cl, O. The product is O=C1CCc2c(Cl)cccc21. As a reaction SMILES: [Cl:1][c:2]1[c:3]([CH2:8][CH2:9][C:10](=[O:11])[OH:12])[cH:4][cH:5][cH:6][cH:7]1.[OH2:13]>>[Cl:1][c:2]1[c:3]2[c:4]([cH:5][cH:6][cH:7]1)[C:10](=[O:12])[CH2:9][CH2:8]2. The reactants are N[C@H]1CN(CC1)C1=NC(=C2N=CN(C2=N1)[C@H]1[C@@H]([C@@H]([C@H](C1)N1N=C(N=N1)CC)O)O)NCC(C1=CC=CC=C1)C1=CC=CC=C1 ((1R,2S,3R,5S)-3-[2-((R)-3-amino-pyrrolidin-1-yl)-6-(2,2-diphenyl-ethylamino)-purin-9-yl]-5-(5-ethyl-tetrazol-2-yl)-cyclopentane-1,2-diol), Cl.C1(=CC=CC=C1)C(CNC1=C2N=CN(C2=NC(=N1)N1C[C@@H](CC1)NC(=O)NCC1=NC=CC=C1)[C@H]1[C@@H]([C@@H]([C@H](C1)N1N=C(N=N1)CC)O)O)C1=CC=CC=C1 (1-((R)-1-{6-(2,2-Diphenyl-ethylamino)-9-[(1R,2S,3R,4S)-4-(5-ethyl-tetrazol-2-yl)-2,3-dihydroxy-cyclopentyl]-9H-purin-2-yl}-pyrrolidin-3-yl)-3-pyridin-2-ylmethyl-urea hydrochloride), N1=CC=C(C2=CC=CC=C12)CN (C-quinolin-4-yl-methylamine). Product: Cl.C1(=CC=CC=C1)C(CNC1=C2N=CN(C2=NC(=N1)N1C[C@@H](CC1)NC(=O)NCC1=CC=NC2=CC=CC=C12)[C@H]1[C@@H]([C@@H]([C@H](C1)N1N=C(N=N1)CC)O)O)C1=CC=CC=C1 (1-((R)-1-{6-(2,2-Diphenyl-ethylamino)-9-[(1R,2S,3R,4S)-4-(5-ethyl-tetrazol-2-yl)-2,3-dihydroxy-cyclopentyl]-9H-purin-2-yl}-pyrrolidin-3-yl)-3-quinolin-4-ylmethyl-urea hydrochloride). As a reaction SMILES: N[C@@H]1CCN(C2N=C3C(N=CN3[C@@H]3C[C@H](N4N=NC(CC)=N4)[C@@H](O)[C@H]3O)=C(NCC(C3C=CC=CC=3)C3C=CC=CC=3)N=2)C1.[ClH:45].[C:46]1([CH:52]([C:94]2[CH:99]=[CH:98][CH:97]=[CH:96][CH:95]=2)[CH2:53][NH:54][C:55]2[N:63]=[C:62]([N:64]3[CH2:68][CH2:67][C@@H:66]([NH:69][C:70](NCC4C=CC=CN=4)=[O:71])[CH2:65]3)[N:61]=[C:60]3[C:56]=2[N:57]=[CH:58][N:59]3[C@@H:80]2[CH2:84][C@H:83]([N:85]3[N:89]=[N:88][C:87]([CH2:90][CH3:91])=[N:86]3)[C@@H:82]([OH:92])[C@H:81]2[OH:93])[CH:51]=[CH:50][CH:49]=[CH:48][CH:47]=1.[N:100]1[C:109]2[C:104](=[CH:105][CH:106]=[CH:107][CH:108]=2)[C:103]([CH2:110][NH2:111])=[CH:102][CH:101]=1>>[ClH:45].[C:94]1([CH:52]([C:46]2[CH:47]=[CH:48][CH:49]=[CH:50][CH:51]=2)[CH2:53][NH:54][C:55]2[N:63]=[C:62]([N:64]3[CH2:68][CH2:67][C@@H:66]([NH:69][C:70]([NH:111][CH2:110][C:103]4[C:104]5[C:109](=[CH:108][CH:107]=[CH:106][CH:105]=5)[N:100]=[CH:101][CH:102]=4)=[O:71])[CH2:65]3)[N:61]=[C:60]3[C:56]=2[N:57]=[CH:58][N:59]3[C@@H:80]2[CH2:84][C@H:83]([N:85]3[N:89]=[N:88][C:87]([CH2:90][CH3:91])=[N:86]3)[C@@H:82]([OH:92])[C@H:81]2[OH:93])[CH:99]=[CH:98][CH:97]=[CH:96][CH:95]=1 |f:1.2,4.5|. Procedure details: This compound is prepared from ((1R,2S,3R,5S)-3-[2-((R)-3-amino-pyrrolidin-1-yl)-6-(2,2-diphenyl-ethylamino)-purin-9-yl]-5-(5-ethyl-tetrazol-2-yl)-cyclopentane-1,2-diol (Example 48) using a procedure analogous to that of 1-((R)-1-{6-(2,2-diphenyl-ethylamino)-9-[(1R,2S,3R,4S)-4-(5-ethyl-tetrazol-2-yl)-2,3-dihydroxy-cyclopentyl]-9H-purin-2-yl}-pyrrolidin-3-yl)-3-pyridin-2-ylmethyl-urea hydrochloride (Example 113) by replacing 2-aminomethyl pyridine with C-quinolin-4-yl-methylamine. MS (ES+) m/e 78...